describe an organic reaction: reactants, conditions, products, and yield From a dataset of the Open Reaction Database (ORD), a public repository of structured organic reaction records. Starting materials: BrC1=C(C2=C(CCN(CC2C)C(C(F)(F)F)=O)N=C1OC)Cl (3-bromo-4-chloro-2-methoxy-5-methyl-7-(trifluoroacetyl)-6,7,8,9-tetrahydro-5H-pyrido[2,3-d]azepine), C(=O)([O-])[O-].[K+].[K+] (K2CO3), CO (MeOH). The solvent is O (H2O). Conditions: temperature 57.5 celsius. Yields the product BrC1=C(C2=C(CCNCC2C)N=C1OC)Cl (3-bromo-4-chloro-2-methoxy-5-methyl-6,7,8,9-tetrahydro-5H-pyrido[2,3-d]azepine). Yield: 98.2%. RXN SMILES: [Br:1][C:2]1[C:19]([O:20][CH3:21])=[N:18][C:5]2[CH2:6][CH2:7][N:8](C(=O)C(F)(F)F)[CH2:9][CH:10]([CH3:11])[C:4]=2[C:3]=1[Cl:22].C([O-])([O-])=O.[K+].[K+].CO>O>[Br:1][C:2]1[C:19]([O:20][CH3:21])=[N:18][C:5]2[CH2:6][CH2:7][NH:8][CH2:9][CH:10]([CH3:11])[C:4]=2[C:3]=1[Cl:22] |f:1.2.3|. Reported procedure: To a solution of 2-methoxy-5-methyl-7-(trifluoroacetyl)-6,7,8,9-tetrahydro-5H-pyrido[2,3-d]azepin-3-amine (303 mg, 1.00 mmol) in MeCN (6 ml) was added a solution of NCS (134 mg, 1.00 mmol) in MeCN (6 ml). The resulting mixture was stirred for 2 h at 50° C. and then quenched with excess of sat. aq. NaHCO3 and extracted with EtOAc. The organic layer was dried over Na2SO4, concentrated in vacuo and purified by column chromatography to give 165 mg (49%) of 4-chloro-2-methoxy-5-methyl-7-(trifluoroace...